Task: describe an organic reaction: reactants, conditions, products, and yield. Dataset: the Open Reaction Database (ORD), a public repository of structured organic reaction records The reactants are CS(C)=O, CCN(C(C)C)C(C)C, CC1(C)OC2C(COC(c3ccccc3)(c3ccccc3)c3ccccc3)=CC(C(O)CNc3nccnc3Cl)C2O1, ClCCl, O=C(OC(=O)C(F)(F)F)C(F)(F)F. Product: CC1(C)OC2C(COC(c3ccccc3)(c3ccccc3)c3ccccc3)=CC(C(=O)CNc3nccnc3Cl)C2O1. Reaction SMILES: [CH3:14][S:15]([CH3:16])=[O:17].[CH:60]([N:61]([CH2:62][CH3:63])[CH:64]([CH3:65])[CH3:66])([CH3:67])[CH3:68].[Cl:18][c:19]1[c:20]([NH:25][CH2:26][CH:27]([OH:28])[CH:29]2[CH:30]=[C:31]([CH2:39][O:40][C:41]([c:42]3[cH:43][cH:44][cH:45][cH:46][cH:47]3)([c:48]3[cH:49][cH:50][cH:51][cH:52][cH:53]3)[c:54]3[cH:55][cH:56][cH:57][cH:58][cH:59]3)[CH:32]3[O:33][C:34]([CH3:37])([CH3:38])[O:35][CH:36]23)[n:21][cH:22][cH:23][n:24]1.[Cl:69][CH2:70][Cl:71].[F:1][C:2]([F:3])([F:4])[C:5]([O:6][C:7](=[O:8])[C:9]([F:10])([F:11])[F:12])=[O:13]>>[Cl:18][c:19]1[c:20]([NH:25][CH2:26][C:27](=[O:28])[CH:29]2[CH:30]=[C:31]([CH2:39][O:40][C:41]([c:42]3[cH:43][cH:44][cH:45][cH:46][cH:47]3)([c:48]3[cH:49][cH:50][cH:51][cH:52][cH:53]3)[c:54]3[cH:55][cH:56][cH:57][cH:58][cH:59]3)[CH:32]3[O:33][C:34]([CH3:37])([CH3:38])[O:35][CH:36]23)[n:21][cH:22][cH:23][n:24]1. Reactants: BrC=1C=C2C=CC(=NC2=CC1)CBr (6-bromo-2-bromomethyl-quinoline), N1CCCC1 (pyrrolidine), C(=O)([O-])[O-].[K+].[K+] (K2CO3). Solvent: C(C)#N (acetonitrile). Run at time 8 hour. Yields the product BrC=1C=C2C=CC(=NC2=CC1)CN1CCCC1 (6-bromo-2-pyrrolidin-1-ylmethyl-quinoline). RXN SMILES: [Br:1][C:2]1[CH:3]=[C:4]2[C:9](=[CH:10][CH:11]=1)[N:8]=[C:7]([CH2:12]Br)[CH:6]=[CH:5]2.[NH:14]1[CH2:18][CH2:17][CH2:16][CH2:15]1.C([O-])([O-])=O.[K+].[K+]>C(#N)C>[Br:1][C:2]1[CH:3]=[C:4]2[C:9](=[CH:10][CH:11]=1)[N:8]=[C:7]([CH2:12][N:14]1[CH2:18][CH2:17][CH2:16][CH2:15]1)[CH:6]=[CH:5]2 |f:2.3.4|. Procedure: 4.60 g (15.28 mmol) 6-bromo-2-bromomethyl-quinoline are added to a solution of 1.40 mL (16.8 mmol) pyrrolidine and 6.34 g (45.9 mmol) K2CO3 in 50 mL acetonitrile. The reaction is stirred overnight at RT and then the inorganic salts are filtered off. The organic phase is washed with water and the aqueous phase is extracted with EtOAc. The combined organic extracts are dried over MgSO4 and the solvent is eliminated i.vac. The reactants are COc1ccc(N2CCN(CCc3ccccc3)CC2)cc1C, Cc1ccccc1, [Cl-], [Na+], O=C([O-])O, c1cc[nH+]cc1. The product is Cc1cc(N2CCN(CCc3ccccc3)CC2)ccc1O. As a reaction SMILES: [CH3:1][O:2][c:3]1[c:4]([CH3:23])[cH:5][c:6]([N:9]2[CH2:10][CH2:11][N:12]([CH2:15][CH2:16][c:17]3[cH:18][cH:19][cH:20][cH:21][cH:22]3)[CH2:13][CH2:14]2)[cH:7][cH:8]1.[CH3:36][c:37]1[cH:38][cH:39][cH:40][cH:41][cH:42]1.[Cl-:24].[Na+:31].[OH:32][C:33](=[O:34])[O-:35].[nH+:25]1[cH:26][cH:27][cH:28][cH:29][cH:30]1>>[OH:2][c:3]1[c:4]([CH3:23])[cH:5][c:6]([N:9]2[CH2:10][CH2:11][N:12]([CH2:15][CH2:16][c:17]3[cH:18][cH:19][cH:20][cH:21][cH:22]3)[CH2:13][CH2:14]2)[cH:7][cH:8]1. The reactants are FC1=C(C=CC(=C1)F)N1C[C@H](N(CC1)S(=O)(=O)C1=CC=C(C=C1)C(C)=O)C ((R)-1-(4-(4-(2,4-difluorophenyl)-2-methylpiperazin-1-ylsulfonyl)phenyl)ethanone), resultant mixture, [Si](C)(C)(C)C(F)(F)F (TMSCF3), CCCC[N+](CCCC)(CCCC)CCCC.[F-] (TBAF). RXN SMILES: [F:1][C:2]1[CH:7]=[C:6]([F:8])[CH:5]=[CH:4][C:3]=1[N:9]1[CH2:14][CH2:13][N:12]([S:15]([C:18]2[CH:23]=[CH:22][C:21]([C:24](=[O:26])[CH3:25])=[CH:20][CH:19]=2)(=[O:17])=[O:16])[C@H:11]([CH3:27])[CH2:10]1.[Si]([C:32]([F:35])([F:34])[F:33])(C)(C)C.CCCC[N+](CCCC)(CCCC)CCCC.[F-]>>[F:1][C:2]1[CH:7]=[C:6]([F:8])[CH:5]=[CH:4][C:3]=1[N:9]1[CH2:14][CH2:13][N:12]([S:15]([C:18]2[CH:23]=[CH:22][C:21]([C:24]([OH:26])([CH3:25])[C:32]([F:35])([F:34])[F:33])=[CH:20][CH:19]=2)(=[O:17])=[O:16])[C@H:11]([CH3:27])[CH2:10]1 |f:2.3|. Product: FC1=C(C=CC(=C1)F)N1C[C@H](N(CC1)S(=O)(=O)C1=CC=C(C=C1)C(C(F)(F)F)(C)O)C (2-(4-{[(2R)-4-(2,4-difluorophenyl)-2-methylpiperazin-1-yl]sulfonyl}phenyl)-1,1,1-trifluoropropan-2-ol). The yield is 81.0%. Reported procedure: To a solution of (R)-1-(4-(4-(2,4-difluorophenyl)-2-methylpiperazin-1-ylsulfonyl)phenyl)ethanone (360 mg, 0.87 mmol, prepared according to procedures similar to those described in Example 29A) was added TMSCF3 (5.2 mL, 0.5 M in THF, 2.6 mmol) and TBAF (0.87 mL, 1 M in THF, 1.0 mmol) at 0° C. The resultant mixture was stirred for 6 h then rt overnight. It washed with aq. NH4Cl and aq. layer was extracted with DCM. The organic layer was dried over Na2SO4. The crude product was purified on SiO2 col... The reactants are [BH3-]C#N, CNC, CC(=O)O, CO, COc1ccc(F)c(C=O)c1, [Na+]. The product is COc1ccc(F)c(CN(C)C)c1. As a reaction SMILES: [C:15]([BH3-:16])#[N:17].[CH3:12][NH:13][CH3:14].[CH3:19][C:20](=[O:21])[OH:22].[CH3:23][OH:24].[F:1][c:2]1[c:3]([CH:4]=[O:5])[cH:6][c:7]([O:10][CH3:11])[cH:8][cH:9]1.[Na+:18]>>[F:1][c:2]1[c:3]([CH2:4][N:13]([CH3:12])[CH3:14])[cH:6][c:7]([O:10][CH3:11])[cH:8][cH:9]1. The product is BrC=1C(=NC=C(C(=O)NC2=CC=C(C=C2)OC(C)(F)F)C1)Cl (5-Bromo-6-chloro-N-(4-(1,1-difluoroethoxy)phenyl)nicotinamide). Procedure details: The title compound was prepared in an analogous fashion to that described in Stage 185.2 using 5-bromo-6-chloro-nicotinic acid and 4-(1,1-difluoroethoxy)aniline (Stage 215.3) to afford an off-white crystalline solid. HPLC (Condition 5) tR=7.3 min, UPLC-MS (Condition 3) tR=1.16 min, m/z=391/393 [M+H]+. Reaction SMILES: [Br:1][C:2]1[C:3]([Cl:11])=[N:4][CH:5]=[C:6]([CH:10]=1)[C:7]([OH:9])=O.[F:12][C:13]([F:23])([O:15][C:16]1[CH:22]=[CH:21][C:19]([NH2:20])=[CH:18][CH:17]=1)[CH3:14]>>[Br:1][C:2]1[C:3]([Cl:11])=[N:4][CH:5]=[C:6]([CH:10]=1)[C:7]([NH:20][C:19]1[CH:21]=[CH:22][C:16]([O:15][C:13]([F:12])([F:23])[CH3:14])=[CH:17][CH:18]=1)=[O:9]. Reactants: BrC=1C(=NC=C(C(=O)O)C1)Cl (5-bromo-6-chloro-nicotinic acid), FC(C)(OC1=CC=C(N)C=C1)F (4-(1,1-difluoroethoxy)aniline). Starting materials: CCCc1cc(CBr)cc(Cl)c1OC(C(=O)OC)c1ccc2c(c1)OCO2, O=C([O-])[O-], CCOC(=O)n1c(=O)[nH]c2ccccc21, [Cs+], [Cs+], CN(C)C=O. Yields the product CCCc1cc(Cn2c(=O)n(C(=O)OCC)c3ccccc32)cc(Cl)c1OC(C(=O)OC)c1ccc2c(c1)OCO2. As a reaction SMILES: [Br:22][CH2:23][c:24]1[cH:25][c:26]([Cl:48])[c:27]([O:28][CH:29]([C:30](=[O:31])[O:32][CH3:33])[c:34]2[cH:35][c:36]3[c:37]([cH:38][cH:39]2)[O:40][CH2:41][O:42]3)[c:43]([CH2:45][CH2:46][CH3:47])[cH:44]1.[C:16](=[O:17])([O-:18])[O-:19].[C:1](=[O:2])([O:3][CH2:4][CH3:5])[n:6]1[c:7](=[O:15])[nH:8][c:9]2[c:10]1[cH:11][cH:12][cH:13][cH:14]2.[Cs+:20].[Cs+:21].[O:49]=[CH:50][N:51]([CH3:52])[CH3:53]>>[C:1](=[O:2])([O:3][CH2:4][CH3:5])[n:6]1[c:7](=[O:15])[n:8]([CH2:23][c:24]2[cH:25][c:26]([Cl:48])[c:27]([O:28][CH:29]([C:30](=[O:31])[O:32][CH3:33])[c:34]3[cH:35][c:36]4[c:37]([cH:38][cH:39]3)[O:40][CH2:41][O:42]4)[c:43]([CH2:45][CH2:46][CH3:47])[cH:44]2)[c:9]2[c:10]1[cH:11][cH:12][cH:13][cH:14]2. Reactants: C(=O)(C(F)(F)F)O (TFA), ClC1=CC=2C3=C(N(C2C=C1)CC(=O)OCC)CCN(C3)C (ethyl 2-(8-chloro-1,2,3,4-tetrahydro-2-methylpyrido[4,3-b]indol-5-yl)acetate), N1CCCCC1 (piperidine). Conditions: temperature 120 celsius. The product is ClC1=CC=2C3=C(N(C2C=C1)CC(=O)N1CCCCC1)CCN(C3)C (2-(8-chloro-1,2,3,4-tetrahydro-2-methylpyrido[4,3-b]indol-5-yl)-1-(piperidin-1-yl)ethanone). As a reaction SMILES: [Cl:1][C:2]1[CH:10]=[CH:9][C:8]2[N:7]([CH2:11][C:12]([O:14]CC)=O)[C:6]3[CH2:17][CH2:18][N:19]([CH3:21])[CH2:20][C:5]=3[C:4]=2[CH:3]=1.[NH:22]1[CH2:27][CH2:26][CH2:25][CH2:24][CH2:23]1.C(O)(C(F)(F)F)=O>>[Cl:1][C:2]1[CH:10]=[CH:9][C:8]2[N:7]([CH2:11][C:12]([N:22]3[CH2:27][CH2:26][CH2:25][CH2:24][CH2:23]3)=[O:14])[C:6]3[CH2:17][CH2:18][N:19]([CH3:21])[CH2:20][C:5]=3[C:4]=2[CH:3]=1. Reported procedure: A mixture of ethyl 2-(8-chloro-1,2,3,4-tetrahydro-2-methylpyrido[4,3-b]indol-5-yl)acetate (200 mg) and piperidine (2 ml) was heated at 120° C. for 8 h to obtain 5 mg of 2-(8-chloro-1,2,3,4-tetrahydro-2-methylpyrido[4,3-b]indol-5-yl)-1-(piperidin-1-yl)ethanone as TFA salt after purification on silica gel (230-400 mesh) chromatography eluting with methanol-dichloromethane gradient followed by reverse-phase chromatography (C-18, 500 mm×50 mm, Mobile Phase A=0.05% TFA in water, B=0.05% TFA in aceton... The reactants are C(C)OC(C1=C(C=C(C=C1)OS(=O)(=O)C(F)(F)F)F)=O (ethyl-2-fluoro-4-trifluoromethylsulfonyloxy-benzoate), C(C)OC(C1=C(C=C(C=C1)OS(=O)(=O)C(F)(F)F)F)=O (ethyl-2-fluoro-4-trifluoromethylsulfonyloxy-benzoate), C[Si](C)(C)C#C ((trimethylsilyl)acetylene). Reagents/catalysts: Cl[Pd]([P](C1=CC=CC=C1)(C2=CC=CC=C2)C3=CC=CC=C3)([P](C4=CC=CC=C4)(C5=CC=CC=C5)C6=CC=CC=C6)Cl (Dichlorobis(triphenylphosphine)palladium(II)), [Cu]I (copper(I)iodide). Solvent: C(C)N(CC)CC (triethyl amine), O1CCCC1 (tetrahydrofuran), C(C)OCC (diethyl ether). Conditions: temperature 70 celsius. Product: C(C)OC(C1=C(C=C(C=C1)C#C[Si](C)(C)C)F)=O (Ethyl-2-fluoro-4-trimethylsilanylethynyl-benzoate). Isolated yield 94.6%. RXN SMILES: [CH2:1]([O:3][C:4](=[O:20])[C:5]1[CH:10]=[CH:9][C:8](OS(C(F)(F)F)(=O)=O)=[CH:7][C:6]=1[F:19])[CH3:2].[CH3:21][Si:22]([C:25]#[CH:26])([CH3:24])[CH3:23]>C(N(CC)CC)C.O1CCCC1.C(OCC)C.[Cu]I.Cl[Pd](Cl)([P](C1C=CC=CC=1)(C1C=CC=CC=1)C1C=CC=CC=1)[P](C1C=CC=CC=1)(C1C=CC=CC=1)C1C=CC=CC=1>[CH2:1]([O:3][C:4](=[O:20])[C:5]1[CH:10]=[CH:9][C:8]([C:26]#[C:25][Si:22]([CH3:24])([CH3:23])[CH3:21])=[CH:7][C:6]=1[F:19])[CH3:2] |^1:48,67|. Procedure details: A solution of ethyl-2-fluoro-4-trifluoromethylsulfonyloxy-benzoate (Intermediate 6, 1.82 g, 6 mmol) in triethyl amine (12 mL) and anhydrous tetrahydrofuran (30 mL) was treated with copper(I)iodide (0.12 g, 0.6 mmol) and sparged with argon. Dichlorobis(triphenylphosphine)palladium(II) (0.43 g, 0.6 mmol) was added followed by (trimethylsilyl)acetylene (3.6 mL, 24 mmol) and the resulting reaction mixture was heated at 70° C. overnight. It was then cooled to ambient temperature, diluted with diethyl... Starting materials: [K] (potassium), C(#N)C=1C(=O)N(C(C1O)=O)C (2-cyano-3-hydroxy-N-methylmaleimide), O=P(Cl)(Cl)Cl (phosphorus oxytrichloride), naphtha. The yield is 56.0%. Procedure details: 19 parts of the potassium salt of 2-cyano-3-hydroxy-N-methylmaleimide (prepared by a method similar to that for the salts described in J.Amer.Chem.Soc. 80 (1958), 3924) and 15.3 parts of phosphorus oxytrichloride in 100 parts by volume of heavy naphtha are heated at the boil for half an hour, the hot mixture is then filtered, the filtrate is allowed to cool, and the resulting precipitate is filtered off under suction, washed with gasoline and dried. 9.6 parts (56% of theory) of 2-cyano-3-chloro-... Reaction SMILES: [K].[C:2]([C:4]1[C:5]([N:7]([CH3:12])[C:8](=[O:11])[C:9]=1O)=[O:6])#[N:3].O=P(Cl)(Cl)[Cl:15]>>[C:2]([C:4]1[C:5]([N:7]([CH3:12])[C:8](=[O:11])[C:9]=1[Cl:15])=[O:6])#[N:3] |^1:0|. Product: C(#N)C=1C(=O)N(C(C1Cl)=O)C (2-cyano-3-chloro-N-methylmaleimide).